Dataset: the Open Reaction Database (ORD), a public repository of structured organic reaction records. Task: describe an organic reaction: reactants, conditions, products, and yield Starting materials: S(O)(O)(=O)=O (sulfuric acid), C(=O)O (formic acid), CC(C)C(C(C)C)O (2,4-Dimethyl-3-pentanol), C(=O)O (formic acid), ice. Run at time 1 hour. Product: CC(C(=O)O)(CC(C)C)C (2,2,4-trimethylpentanoic acid). RXN SMILES: [CH3:1][CH:2]([CH:4](O)[CH:5]([CH3:7])[CH3:6])[CH3:3].S(=O)(=O)(O)O.[CH:14]([OH:16])=[O:15]>>[CH3:1][C:2]([CH3:3])([CH2:4][CH:5]([CH3:7])[CH3:6])[C:14]([OH:16])=[O:15]. Procedure: 2,4-Dimethyl-3-pentanol (29 g, 0.25 mole), dissolved in formic acid (98%, 46 g, 1 mole), was added dropwise over one hour to a rapidly-stirred, ice-cooled mixture of formic acid (98%, 3 ml) and concentrated sulfuric acid (270 ml). During the addition the reaction mixture foamed vigorously and was stirred for a further one hour at 10°-20° C. The mixture was poured on to ice (1 kg) and the resulting solution extracted with hexanes (3×200 ml). The combined organic phases were extracted with 2N pota... Reactants: [N+](=O)([O-])C1=CC=C(COC(=O)N2CC=3N(CC2)N=C(C3)CO)C=C1 (2-hydroxymethyl-6,7-dihydro-4H-pyrazolo[1,5-a]pyrazine-5-carboxylic acid 4-nitrobenzyl ester). The reagents and catalysts are O=[Mn]=O (MnO2). The solvent is C(Cl)(Cl)Cl.CO (CHCl3 MeOH). Product: [N+](=O)([O-])C1=CC=C(COC(=O)N2CC=3N(CC2)N=C(C3)C=O)C=C1 (2-Formyl-6,7-dihydro-4H-pyrazolo[1,5-a]pyrazine-5-carboxylic acid 4-nitrobenzyl ester), crystals. Yield: 34.0%. Reaction SMILES: [N+:1]([C:4]1[CH:24]=[CH:23][C:7]([CH2:8][O:9][C:10]([N:12]2[CH2:17][CH2:16][N:15]3[N:18]=[C:19]([CH2:21][OH:22])[CH:20]=[C:14]3[CH2:13]2)=[O:11])=[CH:6][CH:5]=1)([O-:3])=[O:2]>O=[Mn]=O.C(Cl)(Cl)Cl.CO>[N+:1]([C:4]1[CH:24]=[CH:23][C:7]([CH2:8][O:9][C:10]([N:12]2[CH2:17][CH2:16][N:15]3[N:18]=[C:19]([CH:21]=[O:22])[CH:20]=[C:14]3[CH2:13]2)=[O:11])=[CH:6][CH:5]=1)([O-:3])=[O:2] |f:2.3|. Reported procedure: MnO2 (activated) (84.2 g) was added to the CHCl3-MeOH (95:5, 253 mL) solution of 2-hydroxymethyl-6,7-dihydro-4H-pyrazolo[1,5-a]pyrazine-5-carboxylic acid 4-nitrobenzyl ester (8.42 g), and the mixture was refluxed for 1 h under a nitrogen atmosphere. The reaction mixture was filtered through a pad of Celite. Silica-gel (20 g) was added to the filtrate and the solvent was removed under reduced pressure to give the silica-gel coating with crude reactant. The above silica-gel was adsorbed to silica-... Starting materials: [BH-](OC(=O)C)(OC(=O)C)OC(=O)C.[Na+] (NaBH(OAc)3), ClC=1C=C(C=C(C1)C=O)C=1C=CC(=NC1)C(=O)NCCC(=O)OCC (ethyl 3-(5-(3-chloro-5-formylphenyl)picolinamido)propanoate), FC1=CC=C(C=C1)C1=CC=C(C=C1)N (4′-fluoro-[1,1′-biphenyl]-4-amine), CC(=O)O (AcOH). The solvent is ClCCCl (DCE). Run at temperature 50 celsius. Yields the product ClC=1C=C(C=C(C1)CNC1=CC=C(C=C1)C1=CC=C(C=C1)F)C=1C=CC(=NC1)C(=O)NCCC(=O)OCC (ethyl 3-(5-(3-chloro-5-(((4′-fluoro-[1,1′-biphenyl]-4-yl)amino)methyl)phenyl)picolinamido)propanoate). As a reaction SMILES: [BH-](OC(C)=O)(OC(C)=O)OC(C)=O.[Na+].[Cl:15][C:16]1[CH:17]=[C:18]([C:24]2[CH:25]=[CH:26][C:27]([C:30]([NH:32][CH2:33][CH2:34][C:35]([O:37][CH2:38][CH3:39])=[O:36])=[O:31])=[N:28][CH:29]=2)[CH:19]=[C:20]([CH:22]=O)[CH:21]=1.[F:40][C:41]1[CH:46]=[CH:45][C:44]([C:47]2[CH:52]=[CH:51][C:50]([NH2:53])=[CH:49][CH:48]=2)=[CH:43][CH:42]=1.CC(O)=O>ClCCCl>[Cl:15][C:16]1[CH:17]=[C:18]([C:24]2[CH:25]=[CH:26][C:27]([C:30]([NH:32][CH2:33][CH2:34][C:35]([O:37][CH2:38][CH3:39])=[O:36])=[O:31])=[N:28][CH:29]=2)[CH:19]=[C:20]([CH2:22][NH:53][C:50]2[CH:49]=[CH:48][C:47]([C:44]3[CH:45]=[CH:46][C:41]([F:40])=[CH:42][CH:43]=3)=[CH:52][CH:51]=2)[CH:21]=1 |f:0.1|. Procedure: Solid NaBH(OAc)3 (106 mg, 0.50 mmol) was added to a DCE solution (10 mL) of ethyl 3-(5-(3-chloro-5-formylphenyl)picolinamido)propanoate (90 mg, 0.25 mmol), 4′-fluoro-[1,1′-biphenyl]-4-amine (47 g, 0.25 mmol), and AcOH (0.06 mL, 1.00 mmol) and the resulting mixture was heated to 50° C. After 16 h the mixture was concentrated and purified via column chromatography to yield the title compound. Starting materials: CN1NC(N(C1=S)C1=CC=C(C=C1)Cl)=O (1-methyl-4-(4-chlorophenyl)-1,2,4-triazolidin-3-one-5-thione), [H-].[Na+] (sodium hydride), COCBr (bromomethyl methyl ether). Run in C(Cl)Cl (methylene chloride), CN(C)C=O (DMF). Run at time 30 minute. Product: CN1N(C(N(C1=S)C1=CC=C(C=C1)Cl)=O)COC (1-methyl-2-methoxymethyl-4-(4-chlorophenyl)-1,2,4-triazolidin-3-one-5-thione). As a reaction SMILES: [CH3:1][N:2]1[C:6](=[S:7])[N:5]([C:8]2[CH:13]=[CH:12][C:11]([Cl:14])=[CH:10][CH:9]=2)[C:4](=[O:15])[NH:3]1.[H-].[Na+].[CH3:18][O:19][CH2:20]Br>CN(C=O)C.C(Cl)Cl>[CH3:1][N:2]1[C:6](=[S:7])[N:5]([C:8]2[CH:9]=[CH:10][C:11]([Cl:14])=[CH:12][CH:13]=2)[C:4](=[O:15])[N:3]1[CH2:18][O:19][CH3:20] |f:1.2|. Procedure: To 1-methyl-4-(4-chlorophenyl)-1,2,4-triazolidin-3-one-5-thione (5 g) in 200 ml dry DMF was added 0.91 g sodium hydride. After stirring for 30 minutes, bromomethyl methyl ether (2.63 g) was added dropwise, then heated to reflux for 30 minutes, and stirred overnight at room temperature. The solvent was stripped and the residue was dissolved in methylene chloride, washed with water, and chromatographed on a silica gel column (200 g) by elution with methylene chloride, followed by 2.5% methanol in ... Reactants: CC(C)(C)[Si](OC(C)C#CCC(CCCCOC1=CC=C(C=C1)OCCCCC(CC#CC(C)O[Si](C)(C)C(C)(C)C)O[Si](C1=CC=CC=C1)(C1=CC=CC=C1)C(C)(C)C)O[Si](C1=CC=CC=C1)(C1=CC=CC=C1)C(C)(C)C)(C)C (2{[(1,1-dimethylethyl)dimethylsilyl]oxy}-6-{[(1,1-dimethylethyl)diphenylsilyl]oxy}-10-{4-[[5-[[(1,1-dimethylethyl) diphenylsilyl]oxy]-9-[[(1,1-dimethylethyl)dimethylsilyl]oxy]-7-decynyl]oxy]phenoxy}-3-decyne), [NH+]1=CC=CC=C1 (pyridinium). Solvent: C(C)O (ethanol). Reaction conditions: temperature 55 celsius, time 8 hour. Yields the product CC(C)(C)[Si](OC(CC#CC(C)O)CCCCOC1=CC=C(C=C1)OCCCCC(CC#CC(C)O)O[Si](C1=CC=CC=C1)(C1=CC=CC=C1)C(C)(C)C)(C1=CC=CC=C1)C1=CC=CC=C1 (6{[(1,1-dimethylethyl)diphenylsilyl]oxy}-10-{4-[[5-[[(1,1-dimethylethyl)diphenylsilyl]oxy]-9-hydroxy-7-decynyl]oxy]phenoxy}-3-decyn-2-ol). The yield is 91.7%. As a reaction SMILES: CC([Si](C)(C)[O:6][CH:7]([C:9]#[C:10][CH2:11][CH:12]([O:61][Si:62]([C:75]([CH3:78])([CH3:77])[CH3:76])([C:69]1[CH:74]=[CH:73][CH:72]=[CH:71][CH:70]=1)[C:63]1[CH:68]=[CH:67][CH:66]=[CH:65][CH:64]=1)[CH2:13][CH2:14][CH2:15][CH2:16][O:17][C:18]1[CH:23]=[CH:22][C:21]([O:24][CH2:25][CH2:26][CH2:27][CH2:28][CH:29]([O:43][Si:44]([C:57]([CH3:60])([CH3:59])[CH3:58])([C:51]2[CH:56]=[CH:55][CH:54]=[CH:53][CH:52]=2)[C:45]2[CH:50]=[CH:49][CH:48]=[CH:47][CH:46]=2)[CH2:30][C:31]#[C:32][CH:33]([O:35][Si](C(C)(C)C)(C)C)[CH3:34])=[CH:20][CH:19]=1)[CH3:8])(C)C.[NH+]1C=CC=CC=1>C(O)C>[CH3:58][C:57]([Si:44]([C:51]1[CH:56]=[CH:55][CH:54]=[CH:53][CH:52]=1)([C:45]1[CH:46]=[CH:47][CH:48]=[CH:49][CH:50]=1)[O:43][CH:29]([CH2:28][CH2:27][CH2:26][CH2:25][O:24][C:21]1[CH:22]=[CH:23][C:18]([O:17][CH2:16][CH2:15][CH2:14][CH2:13][CH:12]([O:61][Si:62]([C:75]([CH3:76])([CH3:77])[CH3:78])([C:69]2[CH:70]=[CH:71][CH:72]=[CH:73][CH:74]=2)[C:63]2[CH:64]=[CH:65][CH:66]=[CH:67][CH:68]=2)[CH2:11][C:10]#[C:9][CH:7]([OH:6])[CH3:8])=[CH:19][CH:20]=1)[CH2:30][C:31]#[C:32][CH:33]([OH:35])[CH3:34])([CH3:60])[CH3:59]. Reported procedure: To a solution of the alkyne 12b (526 mg, 457 μmol) in absolute ethanol (6.0 mL) was added pyridinium p-toluenesulfanate (273 mg, 1.09 mmol) in one portion. The reaction mixture was stirred at 55° C. overnight (~14 h). The solvent was removed in vacuo and the residue was dissolved in ethyl acetate (50 mL). The organic solution was washed with water and brine, dried over anhydrous magnesium sulfate, filtered, and concentrated. The crude product was purified by MPLC (3:1 hexane:ethyl acetate) to gi... Reactants: C(C)(C)(C)OC(=O)N1CC(C1)C(N(C)OC)=O (3-(methoxy-methyl-carbamoyl)-azetidine-1-carboxylic acid tert-butyl ester), O(C)C1=C(C=CC=C1)[Mg]Br (2-methoxylphenylmagnesium bromide), OS(=O)(=O)[O-].[K+] (KHSO4), CCOC(=O)C (EtOAc). The solvent is CCOCC (ether). Run at time 36 hour. Product: C(C)(C)(C)OC(=O)N1CC(C1)C(C1=C(C=CC=C1)OC)=O (3-(2-Methoxy-benzoyl)-azetidine-1-carboxylic acid tert-butyl ester). As a reaction SMILES: [C:1]([O:5][C:6]([N:8]1[CH2:11][CH:10]([C:12](=[O:17])N(OC)C)[CH2:9]1)=[O:7])([CH3:4])([CH3:3])[CH3:2].[O:18]([C:20]1[CH:25]=[CH:24][CH:23]=[CH:22][C:21]=1[Mg]Br)[CH3:19].OS([O-])(=O)=O.[K+].CCOC(C)=O>CCOCC>[C:1]([O:5][C:6]([N:8]1[CH2:9][CH:10]([C:12](=[O:17])[C:21]2[CH:22]=[CH:23][CH:24]=[CH:25][C:20]=2[O:18][CH3:19])[CH2:11]1)=[O:7])([CH3:2])([CH3:3])[CH3:4] |f:2.3|. Procedure details: To a solution of 3-(methoxy-methyl-carbamoyl)-azetidine-1-carboxylic acid tert-butyl ester (3.48 g, 14.2 mmol) in dry ether (150 mL) at 0° C. was added 2-methoxylphenylmagnesium bromide (1.0 M in THF, 17 mL, 17 mmol). The reaction was allowed to slowly warm to rt and stirred for 36 h. Then a solution of 1M KHSO4 and EtOAc were added and the aqueous portion was extracted once with EtOAc. The combined organic fractions were dried (Na2SO4) and concentrated to provide the title compound. This materi... Reactants: C1(=CC=CC=C1)P(C1=CC=CC=C1)C1=CC=CC=C1 (triphenyl phosphine), C(CCC)N(C(C#CCCCCCO)=O)C (N-butyl-8-hydroxy-N-methyl-2-octynamide), BrC(Br)(Br)Br (tetrabromomethane). The solvent is C(Cl)Cl (methylene chloride). Reaction conditions: temperature -10 celsius, time 1 hour. Yields the product BrCCCCCC#CC(=O)N(C)CCCC (8-bromo-N-butyl-N-methyl-2-octynamide). The yield is 89.6%. RXN SMILES: C1(P(C2C=CC=CC=2)C2C=CC=CC=2)C=CC=CC=1.[CH2:20]([N:24]([CH3:35])[C:25](=[O:34])[C:26]#[C:27][CH2:28][CH2:29][CH2:30][CH2:31][CH2:32]O)[CH2:21][CH2:22][CH3:23].[Br:36]C(Br)(Br)Br>C(Cl)Cl>[Br:36][CH2:32][CH2:31][CH2:30][CH2:29][CH2:28][C:27]#[C:26][C:25]([N:24]([CH2:20][CH2:21][CH2:22][CH3:23])[CH3:35])=[O:34]. Procedure: 1.205 g of triphenyl phosphine were added to a solution of 855 mg of the product of Step D in 4 ml of methylene chloride and the mixture was cooled to -10° C. 1.522 g of tetrabromomethane were added, and after stirring for one hour at -5° C., the reaction mixture was chromatographed on silica (eluant: cyclohexane-ethyl acetate 35-65) to obtain 0.98 g of the expected product. The reactants are CCN(C(C)C)C(C)C, CC(N)c1nc2cc(Cl)ccc2[nH]1, Cl, O=C(O)c1ccc(N2CCOCC2=O)cc1, CN(C)C=O. The product is CC(NC(=O)c1ccc(N2CCOCC2=O)cc1)c1nc2cc(Cl)ccc2[nH]1. Reaction SMILES: [CH:17]([N:18]([CH2:19][CH3:20])[CH:21]([CH3:22])[CH3:23])([CH3:24])[CH3:25].[Cl:27][c:28]1[cH:29][c:30]2[c:31]([nH:32][c:33]([CH:35]([CH3:36])[NH2:37])[n:34]2)[cH:38][cH:39]1.[ClH:26].[O:1]1[CH2:2][C:3](=[O:16])[N:4]([c:7]2[cH:8][cH:9][c:10]([C:11](=[O:12])[OH:13])[cH:14][cH:15]2)[CH2:5][CH2:6]1.[O:40]=[CH:41][N:42]([CH3:43])[CH3:44]>>[O:1]1[CH2:2][C:3](=[O:16])[N:4]([c:7]2[cH:8][cH:9][c:10]([C:11](=[O:13])[NH:37][CH:35]([c:33]3[nH:32][c:31]4[c:30]([cH:29][c:28]([Cl:27])[cH:39][cH:38]4)[n:34]3)[CH3:36])[cH:14][cH:15]2)[CH2:5][CH2:6]1. Reaction conditions: time 10 minute. Run in N1=CC=CC=C1 (pyridine). Product: FC1=C(NC2=NC=NC3=CC(=CC=C23)NC(CCN2CCOCC2)=O)C=C(C(=C1)C)OC(=O)OC (4-(2-fluoro-5-methoxycarbonyloxy-4-methylanilino)-7-(3-morpholinopropionamido)quinazoline). Yield: 48.2%. Reported procedure: 1,3-Dicyclohexylcarbodiimide (343 mg, 1.6 mmol) was added to a suspension of 3-morpholinopropionic acid (325 mg, 1.6 mmol) in pyridine (12 ml) and the mixture stirred for 10 minutes. 7-Amino-4-(2-fluoro-5-methoxycarbonyloxy-4-methylanilino)quinazoline hydrochloride (370 mg, 0.97 mmol), (prepared as described for the starting material in Example 29), was added and the mixture stirred for 32 hours. 3-Morpholinopropionic acid (57 mg, 0.29 mmol) followed by 1,3-dicyclohexylcarbodiimide (100 mg, 0.48... Starting materials: O1CCN(CC1)CCC(=O)O (3-Morpholinopropionic acid), C1(CCCCC1)N=C=NC1CCCCC1 (1,3-dicyclohexylcarbodiimide), C1(CCCCC1)N=C=NC1CCCCC1 (1,3-Dicyclohexylcarbodiimide), O1CCN(CC1)CCC(=O)O (3-morpholinopropionic acid), Cl.NC1=CC=C2C(=NC=NC2=C1)NC1=C(C=C(C(=C1)OC(=O)OC)C)F (7-Amino-4-(2-fluoro-5-methoxycarbonyloxy-4-methylanilino)quinazoline hydrochloride). As a reaction SMILES: C1(N=C=NC2CCCCC2)CCCCC1.[O:16]1[CH2:21][CH2:20][N:19]([CH2:22][CH2:23][C:24]([OH:26])=O)[CH2:18][CH2:17]1.Cl.[NH2:28][C:29]1[CH:38]=[C:37]2[C:32]([C:33]([NH:39][C:40]3[CH:45]=[C:44]([O:46][C:47]([O:49][CH3:50])=[O:48])[C:43]([CH3:51])=[CH:42][C:41]=3[F:52])=[N:34][CH:35]=[N:36]2)=[CH:31][CH:30]=1>N1C=CC=CC=1>[F:52][C:41]1[CH:42]=[C:43]([CH3:51])[C:44]([O:46][C:47]([O:49][CH3:50])=[O:48])=[CH:45][C:40]=1[NH:39][C:33]1[C:32]2[C:37](=[CH:38][C:29]([NH:28][C:24](=[O:26])[CH2:23][CH2:22][N:19]3[CH2:18][CH2:17][O:16][CH2:21][CH2:20]3)=[CH:30][CH:31]=2)[N:36]=[CH:35][N:34]=1 |f:2.3|.